Dataset: the Open Reaction Database (ORD), a public repository of structured organic reaction records. Task: describe an organic reaction: reactants, conditions, products, and yield Starting materials: CC#N, CCC(C)I, [Na+], [OH-], c1ccc2[nH]nnc2c1. The product is CCC(C)n1nc2ccccc2n1. RXN SMILES: [CH3:17][C:18]#[N:19].[I:12][CH:13]([CH3:14])[CH2:15][CH3:16].[Na+:11].[OH-:10].[nH:1]1[n:2][n:3][c:4]2[c:5]1[cH:6][cH:7][cH:8][cH:9]2>>[n:1]1[n:2]([CH:13]([CH3:14])[CH2:15][CH3:16])[n:3][c:4]2[c:5]1[cH:6][cH:7][cH:8][cH:9]2. Reactants: ClC1=CC=C(C=C1)S(=O)(=O)NCCSC1=CC(=C(OCC(=O)OC)C(=C1)F)F (Methyl 4-[2-(4-chlorophenylsulfonylamino)ethylthio]-2,6-difluorophenoxyacetate), N (ammonia). The product is ClC1=CC=C(C=C1)S(=O)(=O)NCCSC1=CC(=C(OCC(=O)N)C(=C1)F)F (4-[2-(4-chlorophenylsulfonylamino)ethylthio]-2,6-difluorophenoxyacetamide). Reaction SMILES: [Cl:1][C:2]1[CH:7]=[CH:6][C:5]([S:8]([NH:11][CH2:12][CH2:13][S:14][C:15]2[CH:26]=[C:25]([F:27])[C:18]([O:19][CH2:20][C:21](OC)=[O:22])=[C:17]([F:28])[CH:16]=2)(=[O:10])=[O:9])=[CH:4][CH:3]=1.[NH3:29]>CO>[Cl:1][C:2]1[CH:7]=[CH:6][C:5]([S:8]([NH:11][CH2:12][CH2:13][S:14][C:15]2[CH:26]=[C:25]([F:27])[C:18]([O:19][CH2:20][C:21]([NH2:29])=[O:22])=[C:17]([F:28])[CH:16]=2)(=[O:10])=[O:9])=[CH:4][CH:3]=1. Reported procedure: Methyl 4-[2-(4-chlorophenylsulfonylamino)ethylthio]-2,6-difluorophenoxyacetate (1 g) was added to methanol (50 ml) saturated with ammonia gas, and the mixture was stirred at room temperature for 3 days. The reaction mixture was evaporated under reduced pressure, and the residue was recrystallized from methanol to give 4-[2-(4-chlorophenylsulfonylamino)ethylthio]-2,6-difluorophenoxyacetamide (Compound No. 132). Reaction conditions: time 3 day. Solvent: CO (methanol).